From a dataset of the Open Reaction Database (ORD), a public repository of structured organic reaction records. describe an organic reaction: reactants, conditions, products, and yield Reactants: Br, CCCCSC1NCCN1, CCCCCO, Nc1ccc(C2CCCCC2)cc1. The product is c1cc(C2CCCCC2)ccc1N=C1NCCN1. As a reaction SMILES: [BrH:14].[CH2:15]([S:16][CH:20]1[NH:21][CH2:22][CH2:23][NH:24]1)[CH2:17][CH2:18][CH3:19].[CH2:25]([OH:26])[CH2:27][CH2:28][CH2:29][CH3:30].[CH:1]1([c:7]2[cH:8][cH:9][c:10]([NH2:11])[cH:12][cH:13]2)[CH2:2][CH2:3][CH2:4][CH2:5][CH2:6]1>>[CH:1]1([c:7]2[cH:8][cH:9][c:10]([N:11]=[C:20]3[NH:21][CH2:22][CH2:23][NH:24]3)[cH:12][cH:13]2)[CH2:2][CH2:3][CH2:4][CH2:5][CH2:6]1. Starting materials: O (Water), C(C)(=O)O.C(=N)N (Formamidine acetate), O=C(CC(=O)OC)CC (methyl 3-oxopentanoate), C[O-].[Na+] (sodium methoxide). The solvent is C(C)(=O)O (acetic acid), CO (methanol), C(C)(=O)OCC (ethyl acetate). Conditions: time 15 hour. Product: C(C)C1=NC=NC(=C1)O (4-Ethyl-6-hydroxypyrimidine). Yield: 38.4%. As a reaction SMILES: C(O)(=O)C.[CH:5]([NH2:7])=[NH:6].O=[C:9]([CH2:15][CH3:16])[CH2:10][C:11](OC)=[O:12].C[O-].[Na+].O>CO.C(OCC)(=O)C.C(O)(=O)C>[CH2:15]([C:9]1[CH:10]=[C:11]([OH:12])[N:7]=[CH:5][N:6]=1)[CH3:16] |f:0.1,3.4|. Procedure details: Formamidine acetate (500 g) and methyl 3-oxopentanoate (500 g) were added to a solution of sodium methoxide (500 g) in methanol (4 L) at 20° C. and the mixture stirred for 15 hours. Water (1 L) and acetic acid (500 ml) were added to give a pH of 7. The solvent was removed by evaporation under reduced pressure and the aqueous residue was diluted with water (1 L) and extracted with methyl ethyl ketone (4×2.5 L). The organic phases were combined and concentrated by evaporation under reduced pressur...